From a dataset of the Open Reaction Database (ORD), a public repository of structured organic reaction records. describe an organic reaction: reactants, conditions, products, and yield Reactants: CC(C)(C)[O-], CS(C)=O, [Cl-], CONC(=O)CCl, [K+], [Na+], O, O=C(O)C(=NO)c1ccco1. The product is CONC(=O)CON=C(C(=O)O)c1ccco1. As a reaction SMILES: [CH3:1][C:2]([CH3:3])([O-:4])[CH3:5].[CH3:27][S:28]([CH3:29])=[O:30].[Cl-:26].[Cl:18][CH2:19][C:20](=[O:21])[NH:22][O:23][CH3:24].[K+:6].[Na+:25].[OH2:31].[o:7]1[c:8]([C:12]([C:13](=[O:14])[OH:15])=[N:16][OH:17])[cH:9][cH:10][cH:11]1>>[o:7]1[c:8]([C:12]([C:13](=[O:14])[OH:15])=[N:16][O:17][CH2:19][C:20](=[O:21])[NH:22][O:23][CH3:24])[cH:9][cH:10][cH:11]1.